This data is from the Open Reaction Database (ORD), a public repository of structured organic reaction records. The task is: describe an organic reaction: reactants, conditions, products, and yield RXN SMILES: [CH3:1][S:2]([O:3][CH2:6][CH:7]1[CH2:8][N:9]([c:13]2[cH:14][c:15]3[cH:16][cH:17][cH:18][cH:19][c:20]3[cH:21][cH:22]2)[C:10](=[O:12])[O:11]1)(=[O:4])=[O:5].[CH3:23][NH2:24].[CH3:30][N:31]([CH3:32])[CH:33]=[O:34].[O:25]1[CH2:26][CH2:27][CH2:28][CH2:29]1>>[CH2:6]([CH:7]1[CH2:8][N:9]([c:13]2[cH:14][c:15]3[cH:16][cH:17][cH:18][cH:19][c:20]3[cH:21][cH:22]2)[C:10](=[O:12])[O:11]1)[NH:24][CH3:23]. Reactants: CS(=O)(=O)OCC1CN(c2ccc3ccccc3c2)C(=O)O1, CN, CN(C)C=O, C1CCOC1. Yields the product CNCC1CN(c2ccc3ccccc3c2)C(=O)O1. Reactants: C=1C=CC(=CC1)CCO (phenethanol), C1(=CC=C(C=C1)S(=O)(=O)Cl)C (p-toluenesulfonyl chloride), N1=CC=CC=C1 (pyridine), O (Water). Conditions: temperature 65 celsius, time 24 hour. The product is C(CC)NCCC1=CC=CC=C1 (N-propyl-N-phenethylamine). RXN SMILES: [CH:1]1[CH:2]=[CH:3][C:4]([CH2:7][CH2:8]O)=[CH:5][CH:6]=1.C1(C)C=CC(S(Cl)(=O)=O)=CC=1.O.[N:22]1C=C[CH:25]=[CH:24][CH:23]=1>>[CH2:23]([NH:22][CH2:8][CH2:7][C:4]1[CH:3]=[CH:2][CH:1]=[CH:6][CH:5]=1)[CH2:24][CH3:25]. Reported procedure: 25.3 g of phenethanol (available commercially from, e.g., Aldrich Chemical Co.) is added to 41 g of p-toluenesulfonyl chloride in 200 ml of pyridine at 0° C. and allowed to stand for 24 h. Water is added, and the mixture extracted with ethyl acetate. The ethyl acetate extract was washed with 5% HCl, water, and brine, dried over Na2SO4, and evaporated to a residue. The resulting tosyloxyethylbenzene is then stirred with 12.2 g of n-propylamine in 100 ml of DMF at 65° C. for one hour. The solution... Reactants: CN1CCNCC1CCO, CCSC1=NC(=O)C(=Cc2ccc3c(cnn3Cc3ccc(C(F)(F)F)cc3C(F)(F)F)c2)S1. The product is CN1CCN(C2=NC(=O)C(=Cc3ccc4c(cnn4Cc4ccc(C(F)(F)F)cc4C(F)(F)F)c3)S2)CC1CCO. Reaction SMILES: [CH3:35][N:36]1[CH:37]([CH2:42][CH2:43][OH:44])[CH2:38][NH:39][CH2:40][CH2:41]1.[F:1][C:2]([c:3]1[c:4]([CH2:5][n:6]2[n:7][cH:8][c:9]3[cH:10][c:11]([CH:15]=[C:16]4[C:17](=[O:24])[N:18]=[C:19]([S:21][CH2:22][CH3:23])[S:20]4)[cH:12][cH:13][c:14]23)[cH:25][cH:26][c:27]([C:29]([F:30])([F:31])[F:32])[cH:28]1)([F:33])[F:34]>>[F:1][C:2]([c:3]1[c:4]([CH2:5][n:6]2[n:7][cH:8][c:9]3[cH:10][c:11]([CH:15]=[C:16]4[C:17](=[O:24])[N:18]=[C:19]([N:39]5[CH2:38][CH:37]([CH2:42][CH2:43][OH:44])[N:36]([CH3:35])[CH2:41][CH2:40]5)[S:20]4)[cH:12][cH:13][c:14]23)[cH:25][cH:26][c:27]([C:29]([F:30])([F:31])[F:32])[cH:28]1)([F:33])[F:34]. Starting materials: dimethyl acetal, ClCN(C(=O)NC=1SC(=NN1)CC=C)CCC=O (3-[1-chloromethyl-3-(5-allyl-1,3,4-thiadiazol-2-yl)ureido]propionaldehyde), Cl (hydrochloric acid). Run in O (water). The product is C(C=C)C1=NN=C(S1)N1C(N(CCC1O)CCl)=O (tetrahydro-1-(5-allyl-1,3,4-thiadiazol-2-yl)-3-chloromethyl-6-hydroxy-2(1H)-pyrimidinone). Reaction SMILES: [Cl:1][CH2:2][N:3]([CH2:15][CH2:16][CH:17]=[O:18])[C:4]([NH:6][C:7]1[S:8][C:9]([CH2:12][CH:13]=[CH2:14])=[N:10][N:11]=1)=[O:5].Cl>O>[CH2:12]([C:9]1[S:8][C:7]([N:6]2[CH:17]([OH:18])[CH2:16][CH2:15][N:3]([CH2:2][Cl:1])[C:4]2=[O:5])=[N:11][N:10]=1)[CH:13]=[CH2:14]. Procedure details: The dimethyl acetal of 3-[1-chloromethyl-3-(5-allyl-1,3,4-thiadiazol-2-yl)ureido]propionaldehyde (15 grams), water (400 ml) and hydrochloric acid (4 ml) are charged into a glass reaction vessel equipped with a mechanical stirrer, thermometer and reflux condenser. The reaction mixture is heated at reflux for a period of about 15 minutes. The reaction mixture is then filtered while hot and the filtrate is cooled to form a precipitate. The precipitate is recovered by filtration, is dried and is rec... The reactants are OC1=CC=C(C=C1)B(O)O (4-hydroxyphenylboronic acid), BrC=1C=2N(C=CC1)C=CN2 (8-bromoimidazo[1,2-a]pyridine), C([O-])([O-])=O.[Na+].[Na+] (sodium carbonate), COCCOC (DME). Reagents/catalysts: C=1C=CC(=CC1)[P](C=2C=CC=CC2)(C=3C=CC=CC3)[Pd]([P](C=4C=CC=CC4)(C=5C=CC=CC5)C=6C=CC=CC6)([P](C=7C=CC=CC7)(C=8C=CC=CC8)C=9C=CC=CC9)[P](C=1C=CC=CC1)(C=1C=CC=CC1)C=1C=CC=CC1 (tetrakis(triphenylphosphine)palladium(0)). The solvent is O (water), O (water). Yields the product N=1C=CN2C1C(=CC=C2)C2=CC=C(C=C2)O (4-(Imidazo[1,2-a]pyridin-8-yl)phenol). The yield is 75.0%. RXN SMILES: [OH:1][C:2]1[CH:7]=[CH:6][C:5](B(O)O)=[CH:4][CH:3]=1.Br[C:12]1[C:13]2[N:14]([CH:18]=[CH:19][N:20]=2)[CH:15]=[CH:16][CH:17]=1.C(=O)([O-])[O-].[Na+].[Na+].COCCOC>C1C=CC([P]([Pd]([P](C2C=CC=CC=2)(C2C=CC=CC=2)C2C=CC=CC=2)([P](C2C=CC=CC=2)(C2C=CC=CC=2)C2C=CC=CC=2)[P](C2C=CC=CC=2)(C2C=CC=CC=2)C2C=CC=CC=2)(C2C=CC=CC=2)C2C=CC=CC=2)=CC=1.O>[N:20]1[CH:19]=[CH:18][N:14]2[CH:15]=[CH:16][CH:17]=[C:12]([C:5]3[CH:6]=[CH:7][C:2]([OH:1])=[CH:3][CH:4]=3)[C:13]=12 |f:2.3.4,^1:36,38,57,76|. Reported procedure: A mixture of 4-hydroxyphenylboronic acid (0.77 g), 8-bromoimidazo[1,2-a]pyridine (1.1 g), tetrakis(triphenylphosphine)palladium(0) (0.19 g), sodium carbonate (2.1 g), DME (30 ml) and water (6 ml) was heated under reflux overnight under an argon atmosphere. The reaction mixture was poured into water, and the mixture was extracted with ethyl acetate. The extract was washed with saturated brine, dried over anhydrous magnesium sulfate, and the solvent was evaporated under reduced pressure. The resid... Starting materials: Cl.NC1C(C2=CC=C(C(=C2CC1)OC)OC)=O (2-amino-5,6-dimethoxy-3,4-dihydro-1(2H)-naphthalenone hydrochloride), aqueous solution, Br (hydrogen bromide). Product: 31, Br.NC1C(C2=CC=C(C(=C2CC1)O)O)=O (2-amino-5,6-dihydroxy-3,4-dihydro-1(2H)-naphthalenone hydrobromide). RXN SMILES: Cl.[NH2:2][CH:3]1[CH2:12][CH2:11][C:10]2[C:5](=[CH:6][CH:7]=[C:8]([O:15]C)[C:9]=2[O:13]C)[C:4]1=[O:17].[BrH:18]>>[BrH:18].[NH2:2][CH:3]1[CH2:12][CH2:11][C:10]2[C:5](=[CH:6][CH:7]=[C:8]([OH:15])[C:9]=2[OH:13])[C:4]1=[O:17] |f:0.1,3.4|. Procedure details: 30 parts of 2-amino-5,6-dimethoxy-3,4-dihydro-1(2H)-naphthalenone hydrochloride is subjected to boiling reflux in 500 volume parts of a 47 % aqueous solution of hydrogen bromide for 3 hours and, then, concentrated to dryness under reduced pressure. The residue is dissolved in methanol, followed by the addition of ethyl acetate, whereupon crystals separate. Filtrative recovery yields 31 parts of 2-amino-5,6-dihydroxy-3,4-dihydro-1(2H)-naphthalenone hydrobromide. The reactants are CC(=O)Cl, ClCCl, CC12CCC3C(CCC4CC(O)C(N5CCCCC5)CC43C)C1CC(N1CCCCC1)C2=O. Yields the product CC(=O)OC1CC2CCC3C4CC(N5CCCCC5)C(=O)C4(C)CCC3C2(C)CC1N1CCCCC1. Reaction SMILES: [C:34]([CH3:35])(=[O:36])[Cl:37].[Cl:38][CH2:39][Cl:40].[OH:1][CH:2]1[CH2:3][CH:4]2[CH2:5][CH2:6][CH:7]3[CH:8]4[CH2:9][CH:10]([N:28]5[CH2:29][CH2:30][CH2:31][CH2:32][CH2:33]5)[C:11](=[O:27])[C:12]4([CH3:13])[CH2:14][CH2:15][CH:16]3[C:17]2([CH3:26])[CH2:18][CH:19]1[N:20]1[CH2:21][CH2:22][CH2:23][CH2:24][CH2:25]1>>[O:1]([CH:2]1[CH2:3][CH:4]2[CH2:5][CH2:6][CH:7]3[CH:8]4[CH2:9][CH:10]([N:28]5[CH2:29][CH2:30][CH2:31][CH2:32][CH2:33]5)[C:11](=[O:27])[C:12]4([CH3:13])[CH2:14][CH2:15][CH:16]3[C:17]2([CH3:26])[CH2:18][CH:19]1[N:20]1[CH2:21][CH2:22][CH2:23][CH2:24][CH2:25]1)[C:34]([CH3:35])=[O:36].